This data is from the Open Reaction Database (ORD), a public repository of structured organic reaction records. The task is: describe an organic reaction: reactants, conditions, products, and yield Starting materials: C(#N)C1=CC2=C(CCC=3C(=[N+](C=CC3)[O-])C2=O)C=C1 (9-cyano-5,6-dihydrobenzo[5,6]cyclohepta[1,2-b]-pyridin-11-one N-oxide), S(=O)(=O)(C1=CC=C(C)C=C1)Cl (tosyl chloride), C([O-])([O-])=O.[K+].[K+] (potassium carbonate). The solvent is C(Cl)(Cl)Cl (chloroform), O (water). Run at time 2 day. Yields the product C(#N)C1=CC2=C(CCC3=C(NC(C=C3)=O)C2=O)C=C1 (9-Cyano-11-oxo-5,6-dihydrobenzo[5,6]cyclohepta[1,2-b]pyrid-2(1H)one). As a reaction SMILES: [C:1]([C:3]1[CH:19]=[CH:18][C:6]2[CH2:7][CH2:8][C:9]3[C:10]([C:16](=[O:17])[C:5]=2[CH:4]=1)=[N+:11]([O-])[CH:12]=[CH:13][CH:14]=3)#[N:2].S(Cl)(C1C=CC(C)=CC=1)(=O)=[O:21].C(=O)([O-])[O-].[K+].[K+]>C(Cl)(Cl)Cl.O>[C:1]([C:3]1[CH:19]=[CH:18][C:6]2[CH2:7][CH2:8][C:9]3[CH:14]=[CH:13][C:12](=[O:21])[NH:11][C:10]=3[C:16](=[O:17])[C:5]=2[CH:4]=1)#[N:2] |f:2.3.4|. Reported procedure: To a solution of 0.85 gram (0.0034 mole) of the N-oxide thus obtained and 0.77 gram (0.0043 mole) of tosyl chloride in 37.5 milliliters of chloroform was added a solution of 0.58 gram (0.0042 mole) of potassium carbonate in 5.8 milliliters of water and the resulting mixture was stirred vigorously at room temperature for two days and the reaction mixture washed with alkali to obtain an 11-oxo-5,6-dihydrobenzo[5,6]-cyclohepta[1,2-b]pyrid-2(1H)one product which is recovered and purified by conventi... Reactants: Cl (HCl), COC(=O)CN1C2=C(C=3C=CC=CC13)CN(CC2)C(=O)OC(C)(C)C (tert-Butyl 5-methoxycarbonylmethyl-1,3,4,5-tetrahydro-2H-pyrido[4,3-b]indole-2-carboxylate). Solvent: O1CCOCC1 (1,4-dioxan), CO (methanol). Reaction conditions: time 8 hour. Product: Cl.COC(=O)CN1C2=C(C=3C=CC=CC13)CNCC2 (5-methoxycarbonylmethyl-2,3,4,5-tetrahydro-1H-pyrido[4,3-b]indole hydrochloride), Cl (HCl). As a reaction SMILES: [CH3:1][O:2][C:3]([CH2:5][N:6]1[C:14]2[CH:13]=[CH:12][CH:11]=[CH:10][C:9]=2[C:8]2[CH2:15][N:16](C(OC(C)(C)C)=O)[CH2:17][CH2:18][C:7]1=2)=[O:4].[ClH:26]>CO.O1CCOCC1>[ClH:26].[CH3:1][O:2][C:3]([CH2:5][N:6]1[C:14]2[CH:13]=[CH:12][CH:11]=[CH:10][C:9]=2[C:8]2[CH2:15][NH:16][CH2:17][CH2:18][C:7]1=2)=[O:4].[ClH:26] |f:4.5|. Reported procedure: tert-Butyl 5-methoxycarbonylmethyl-1,3,4,5-tetrahydro-2H-pyrido[4,3-b]indole-2-carboxylate (377 mg, 1.09 mmol) was dissolved in methanol (15 mL). 4N HCl in 1,4-dioxan (1.5 mL) was added and the mixture stirred at room temperature overnight. The solution was concentrated in vacuo, azeotroped once with toluene and dried under vacuum to give 5-methoxycarbonylmethyl-2,3,4,5-tetrahydro-1H-pyrido[4,3-b]indole hydrochloride as an off white solid (314 mg, 100% assuming HCl salt). Starting materials: CCN1CCN(c2cc(F)c(NC(=O)OC(C)(C)C)c(F)c2)CC1, CCOC(C)=O. The product is CCN1CCN(c2cc(F)c(N)c(F)c2)CC1. Reaction SMILES: [C:1]([O:2][C:3]([CH3:4])([CH3:5])[CH3:6])(=[O:7])[NH:8][c:9]1[c:10]([F:24])[cH:11][c:12]([N:16]2[CH2:17][CH2:18][N:19]([CH2:22][CH3:23])[CH2:20][CH2:21]2)[cH:13][c:14]1[F:15].[CH3:25][CH2:26][O:27][C:28](=[O:29])[CH3:30]>>[NH2:8][c:9]1[c:10]([F:24])[cH:11][c:12]([N:16]2[CH2:17][CH2:18][N:19]([CH2:22][CH3:23])[CH2:20][CH2:21]2)[cH:13][c:14]1[F:15]. Reactants: C1CCOC1, COC(=O)C(Cl)C(C)=O, Cc1ccc(S(=O)(=O)NN)cc1. Yields the product COC(=O)C(Cl)C(C)=NNS(=O)(=O)c1ccc(C)cc1. RXN SMILES: [CH2:22]1[O:23][CH2:24][CH2:25][CH2:26]1.[Cl:1][CH:2]([C:3](=[O:4])[O:5][CH3:6])[C:7](=[O:8])[CH3:9].[S:10](=[O:11])(=[O:12])([c:13]1[cH:14][cH:15][c:16]([CH3:17])[cH:18][cH:19]1)[NH:20][NH2:21]>>[Cl:1][CH:2]([C:3](=[O:4])[O:5][CH3:6])[C:7]([CH3:9])=[N:21][NH:20][S:10](=[O:11])(=[O:12])[c:13]1[cH:14][cH:15][c:16]([CH3:17])[cH:18][cH:19]1. Starting materials: ClCCl (dichloromethane), Br.NC1=NC=CC2=CC=C(C=C12)O (1-amino-7-hydroxyisoquinoline monohydrobromide), ClCCCNC(OC(C)(C)C)=O (t-butyl (3-chloropropyl)carbamate), C([O-])([O-])=O.[K+].[K+] (potassium carbonate). The reagents and catalysts are [I-].C(CCC)[N+](CCCC)(CCCC)CCCC (tetrabutylammonium iodide). The solvent is CN(C)C=O (DMF). Reaction conditions: temperature 70 celsius, time 3 day. Product: NC1=NC=CC2=CC=C(C=C12)OCCCNC(OC(C)(C)C)=O (t-butyl [3-(1-aminoisoquinoline-7-yloxy)propyl]carbamate). RXN SMILES: Br.[NH2:2][C:3]1[C:12]2[C:7](=[CH:8][CH:9]=[C:10]([OH:13])[CH:11]=2)[CH:6]=[CH:5][N:4]=1.Cl[CH2:15][CH2:16][CH2:17][NH:18][C:19](=[O:25])[O:20][C:21]([CH3:24])([CH3:23])[CH3:22].C(=O)([O-])[O-].[K+].[K+].ClCCl>CN(C=O)C.[I-].C([N+](CCCC)(CCCC)CCCC)CCC>[NH2:2][C:3]1[C:12]2[C:7](=[CH:8][CH:9]=[C:10]([O:13][CH2:15][CH2:16][CH2:17][NH:18][C:19](=[O:25])[O:20][C:21]([CH3:24])([CH3:23])[CH3:22])[CH:11]=2)[CH:6]=[CH:5][N:4]=1 |f:0.1,3.4.5,8.9|. Procedure: 4.0 g (12.7 mmol) of 1-amino-7-hydroxyisoquinoline monohydrobromide was dissolved in 50 ml of DMF. 4.42 g (18.6 mmol) of t-butyl (3-chloropropyl)carbamate, 8.76 g (63.5 mmol) of potassium carbonate and 4.69 g (12.7 mmol) of tetrabutylammonium iodide were added to the obtained solution, and they were stirred at 70° C. for 3 days. After the treatment with dichloromethane as the extraction solvent in an ordinary manner, the crude product was obtained, which was then purified by the silica gel colum... The reactants are C(C)(C)(C)C1=CC=C(C=C1)CC(C=O)C (3-(4-tert-butylphenyl)-2-methylpropanal), CC(=O)O (AcOH), Potassium t-butylat, [Br-].O1COC2=C1C=CC(=C2)C[P+](C2=CC=CC=C2)(C2=CC=CC=C2)C2=CC=CC=C2 ((benzo[d][1,3]dioxol-5-ylmethyl)triphenylphosphonium bromide). Run in C1CCOC1 (THF), C1CCOC1 (THF). Run at temperature 25 celsius, time 10 minute. The product is C(C)(C)(C)C1=CC=C(C=C1)CC(C=CC1=CC2=C(OCO2)C=C1)C (5-(4-(4-tert-Butylphenyl)-3-methylbut-1-enyl)benzo[d][1,3]dioxole). The yield is 87.8%. Reaction SMILES: [Br-].[O:2]1[C:6]2[CH:7]=[CH:8][C:9]([CH2:11][P+](C3C=CC=CC=3)(C3C=CC=CC=3)C3C=CC=CC=3)=[CH:10][C:5]=2[O:4][CH2:3]1.[C:31]([C:35]1[CH:40]=[CH:39][C:38]([CH2:41][CH:42]([CH3:45])[CH:43]=O)=[CH:37][CH:36]=1)([CH3:34])([CH3:33])[CH3:32].CC(O)=O>C1COCC1>[C:31]([C:35]1[CH:36]=[CH:37][C:38]([CH2:41][CH:42]([CH3:45])[CH:43]=[CH:11][C:9]2[CH:8]=[CH:7][C:6]3[O:2][CH2:3][O:4][C:5]=3[CH:10]=2)=[CH:39][CH:40]=1)([CH3:34])([CH3:33])[CH3:32] |f:0.1|. Procedure: Potassium t-butylat (1 Min THF, 11 mL, 11.0 mmol, 1.1 equiv.) was added to a solution of (benzo[d][1,3]dioxol-5-ylmethyl)triphenylphosphonium bromide (4.77 g, 10.0 mmol, 1.0 equiv.) in THF (20 mL) at 25° C. After the dark red suspension was stirred at 25° C. for 10 min, 3-(4-tert-butylphenyl)-2-methylpropanal (2.04 g, 10.0 mmol, 1.0 equiv.) in THF (10 mL) was added, and the mixture was stirred at 70° C. for 1.5 h. After addition of 20% aq. AcOH-solution (10 mL) at 25° C., the aqueous layer was e... Starting materials: CC(=O)O, CC1(C)OC2C(CSc3ccccc3F)OC(n3cnc4c(NC5CCCC5)ncnc43)C2O1, O. The product is OC1C(CSc2ccccc2F)OC(n2cnc3c(NC4CCCC4)ncnc32)C1O. RXN SMILES: [CH3:35][C:36](=[O:37])[OH:38].[F:1][c:2]1[c:3]([S:8][CH2:9][CH:10]2[O:11][CH:12]([n:20]3[c:21]4[n:22][cH:23][n:24][c:25]([NH:29][CH:30]5[CH2:31][CH2:32][CH2:33][CH2:34]5)[c:26]4[n:27][cH:28]3)[CH:13]3[O:14][C:15]([CH3:18])([CH3:19])[O:16][CH:17]23)[cH:4][cH:5][cH:6][cH:7]1.[OH2:39]>>[F:1][c:2]1[c:3]([S:8][CH2:9][CH:10]2[O:11][CH:12]([n:20]3[c:21]4[n:22][cH:23][n:24][c:25]([NH:29][CH:30]5[CH2:31][CH2:32][CH2:33][CH2:34]5)[c:26]4[n:27][cH:28]3)[CH:13]([OH:14])[CH:17]2[OH:16])[cH:4][cH:5][cH:6][cH:7]1.